The task is: describe an organic reaction: reactants, conditions, products, and yield. This data is from the Open Reaction Database (ORD), a public repository of structured organic reaction records. Starting materials: Example 1, methyl ester, CN1C(=NC=C1C(=O)OC)C (methyl 1,2-dimethylimidazole-5-carboxylate), 2-methylimidazole-4(5)-carboxylic acid, S(=O)(=O)(OC)OC (dimethyl sulfate). Product: CN1C(=NC=C1C(=O)O)C (1,2-dimethylimidazole-5-carboxylic acid). Isolated yield 67.0%. Reaction SMILES: S(OC)(OC)(=O)=O.[CH3:8][N:9]1[C:13]([C:14]([O:16]C)=[O:15])=[CH:12][N:11]=[C:10]1[CH3:18]>>[CH3:8][N:9]1[C:13]([C:14]([OH:16])=[O:15])=[CH:12][N:11]=[C:10]1[CH3:18]. Procedure: In the manner described in Example 1 126 g (1 mol) of 2-methylimidazole-4(5)-carboxylic acid was treated with dimethyl sulfate and the product was converted into its methyl ester for characterization. This gave 103.3 g of methyl 1,2-dimethylimidazole-5-carboxylate, m.p. 38°-40° C., an overall yield of 67%. Reactants: O=C([O-])[O-], COc1ccc([N+](=O)[O-])cc1N, ClCCNCCCl, Clc1ccccc1, Cl, [K+], [K+]. Product: COc1ccc([N+](=O)[O-])cc1N1CCNCC1. Reaction SMILES: [C:21](=[O:22])([O-:23])[O-:24].[CH3:1][O:2][c:3]1[c:4]([NH2:12])[cH:5][c:6]([N+:9](=[O:10])[O-:11])[cH:7][cH:8]1.[Cl:14][CH2:15][CH2:16][NH:17][CH2:18][CH2:19][Cl:20].[Cl:27][c:28]1[cH:29][cH:30][cH:31][cH:32][cH:33]1.[ClH:13].[K+:25].[K+:26]>>[CH3:1][O:2][c:3]1[c:4]([N:12]2[CH2:15][CH2:16][NH:17][CH2:18][CH2:19]2)[cH:5][c:6]([N+:9](=[O:10])[O-:11])[cH:7][cH:8]1. As a reaction SMILES: [CH3:1][c:2]1[c:3]([C:25](=[O:26])[O-:27])[n:4](-[c:7]2[cH:8][cH:9][c:10]([CH2:13][n:14]3[c:15]([CH2:21][CH2:22][CH2:23][CH3:24])[n:16][c:17]([Cl:20])[c:18]3[Cl:19])[cH:11][cH:12]2)[cH:5][cH:6]1.[CH3:28][OH:29].[Na+:31].[OH-:30].[OH2:32]>>[cH:2]1[c:3]([C:25](=[O:26])[OH:27])[n:4](-[c:7]2[cH:8][cH:9][c:10]([CH2:13][n:14]3[c:15]([CH2:21][CH2:22][CH2:23][CH3:24])[n:16][c:17]([Cl:20])[c:18]3[Cl:19])[cH:11][cH:12]2)[cH:5][cH:6]1. Reactants: CCCCc1nc(Cl)c(Cl)n1Cc1ccc(-n2ccc(C)c2C(=O)[O-])cc1, CO, [Na+], [OH-], O. The product is CCCCc1nc(Cl)c(Cl)n1Cc1ccc(-n2cccc2C(=O)O)cc1. Starting materials: BrC1=C(N=CN1CCCC)C(=O)OCC (ethyl 5-bromo-1-n-butyl-1H-imidazole-4-carboxylate), COCOC1=C(C=CC(=C1)OC)B(O)O (2-methoxymethoxy-4-methoxyphenylboronic acid), C([O-])([O-])=O.[Na+].[Na+] (sodium carbonate). The reagents and catalysts are C=1C=CC(=CC1)[P](C=2C=CC=CC2)(C=3C=CC=CC3)[Pd]([P](C=4C=CC=CC4)(C=5C=CC=CC5)C=6C=CC=CC6)([P](C=7C=CC=CC7)(C=8C=CC=CC8)C=9C=CC=CC9)[P](C=1C=CC=CC1)(C=1C=CC=CC1)C=1C=CC=CC1 (tetrakis(triphenylphosphine)palladium(0)). Solvent: C1(=CC=CC=C1)C.C(C)O.O (toluene ethanol water). Yields the product COCOC1=C(C=CC(=C1)OC)C1=C(N=CN1CCCC)C(=O)OCC (Ethyl 5-(2-methoxymethoxy-4-methoxyphenyl)-1-n-butyl-1H-imidazole-4-carboxylate). The yield is 44.7%. RXN SMILES: Br[C:2]1[N:6]([CH2:7][CH2:8][CH2:9][CH3:10])[CH:5]=[N:4][C:3]=1[C:11]([O:13][CH2:14][CH3:15])=[O:12].[CH3:16][O:17][CH2:18][O:19][C:20]1[CH:25]=[C:24]([O:26][CH3:27])[CH:23]=[CH:22][C:21]=1B(O)O.C(=O)([O-])[O-].[Na+].[Na+]>C1(C)C=CC=CC=1.C(O)C.O.C1C=CC([P]([Pd]([P](C2C=CC=CC=2)(C2C=CC=CC=2)C2C=CC=CC=2)([P](C2C=CC=CC=2)(C2C=CC=CC=2)C2C=CC=CC=2)[P](C2C=CC=CC=2)(C2C=CC=CC=2)C2C=CC=CC=2)(C2C=CC=CC=2)C2C=CC=CC=2)=CC=1>[CH3:16][O:17][CH2:18][O:19][C:20]1[CH:25]=[C:24]([O:26][CH3:27])[CH:23]=[CH:22][C:21]=1[C:2]1[N:6]([CH2:7][CH2:8][CH2:9][CH3:10])[CH:5]=[N:4][C:3]=1[C:11]([O:13][CH2:14][CH3:15])=[O:12] |f:2.3.4,5.6.7,^1:51,53,72,91|. Procedure details: A mixture of ethyl 5-bromo-1-n-butyl-1H-imidazole-4-carboxylate (0.10 g, 0.37 mmol), 2-methoxymethoxy-4-methoxyphenylboronic acid (0.16 g, 0.73 mmol), sodium carbonate (0.08 g, 0.73 mmol) and tetrakis(triphenylphosphine)palladium(0) (0.04 g) in 12 mL of toluene/ethanol/water (10/1/1) was stirred at reflux for 24 h. After an aqueous work up, extracting with ethyl acetate (3×20 mL), the combined organic extracts were washed with brine and dried (Na2SO4). After removing the solvent under reduced pr... Reactants: FC1=C(C=C(C=C1)F)[C@@H]1N(CCC1)C1=NC=2N(C=C1)N=CC2N ((R)-5-(2-(2,5-difluorophenyl)pyrrolidin-1-yl)pyrazolo[1,5-a]pyrimidin-3-amine), FC1=CC=C(C=C1)N=C=O (1-fluoro-4-isocyanatobenzene), CCN(C(C)C)C(C)C (DIEA). Solvent: C(Cl)Cl (DCM). Run at time 90 minute. Product: FC1=C(C=C(C=C1)F)[C@@H]1N(CCC1)C1=NC=2N(C=C1)N=CC2NC(=O)NC2=CC=C(C=C2)F ((R)-1-(5-(2-(2,5-difluorophenyl)pyrrolidin-1-yl)pyrazolo[1,5-a]pyrimidin-3-yl)-3-(4-fluorophenyl)urea). The yield is 83.9%. RXN SMILES: [F:1][C:2]1[CH:7]=[CH:6][C:5]([F:8])=[CH:4][C:3]=1[C@H:9]1[CH2:13][CH2:12][CH2:11][N:10]1[C:14]1[CH:19]=[CH:18][N:17]2[N:20]=[CH:21][C:22]([NH2:23])=[C:16]2[N:15]=1.[F:24][C:25]1[CH:30]=[CH:29][C:28]([N:31]=[C:32]=[O:33])=[CH:27][CH:26]=1.CCN(C(C)C)C(C)C>C(Cl)Cl>[F:1][C:2]1[CH:7]=[CH:6][C:5]([F:8])=[CH:4][C:3]=1[C@H:9]1[CH2:13][CH2:12][CH2:11][N:10]1[C:14]1[CH:19]=[CH:18][N:17]2[N:20]=[CH:21][C:22]([NH:23][C:32]([NH:31][C:28]3[CH:29]=[CH:30][C:25]([F:24])=[CH:26][CH:27]=3)=[O:33])=[C:16]2[N:15]=1. Reported procedure: To a DCM (0.8 mL) solution of (R)-5-(2-(2,5-difluorophenyl)pyrrolidin-1-yl)pyrazolo[1,5-a]pyrimidin-3-amine (Preparation B; 25 mg, 0.079 mmol) was added 1-fluoro-4-isocyanatobenzene (13 mg, 0.095 mmol) at ambient temperature drop-wise, followed by addition of DIEA (0.028 mL, 0.16 mmol). The reaction was stirred for 90 minutes before it was concentrated and directly purified by column chromatography on silica, eluting with 3:1 EtOAc/hexanes to yield the final product as a solid (30 mg, 84% yield)... Starting materials: Brc1ccc(-c2cnco2)cc1, O=C([O-])[O-], [Cl-], [Cs+], [Cs+], [NH4+], CC(=O)N1CCCC1c1cc2c(cc1O)nc(-c1ccccn1)n2COCC[Si](C)(C)C, c1ccncc1. Product: CC(=O)N1CCCC1c1cc2c(cc1Oc1ccc(-c3cnco3)cc1)nc(-c1ccccn1)n2COCC[Si](C)(C)C. As a reaction SMILES: [Br:1][c:2]1[cH:3][cH:4][c:5](-[c:8]2[cH:9][n:10][cH:11][o:12]2)[cH:6][cH:7]1.[C:13](=[O:14])([O-:15])[O-:16].[Cl-:51].[Cs+:17].[Cs+:18].[NH4+:52].[OH:19][c:20]1[c:21]([CH:43]2[N:44]([C:48]([CH3:49])=[O:50])[CH2:45][CH2:46][CH2:47]2)[cH:22][c:23]2[c:24]([n:25][c:26](-[c:36]3[n:37][cH:38][cH:39][cH:40][cH:41]3)[n:27]2[CH2:28][O:29][CH2:30][CH2:31][Si:32]([CH3:33])([CH3:34])[CH3:35])[cH:42]1.[cH:53]1[cH:54][cH:55][n:56][cH:57][cH:58]1>>[c:2]1([O:19][c:20]2[c:21]([CH:43]3[N:44]([C:48]([CH3:49])=[O:50])[CH2:45][CH2:46][CH2:47]3)[cH:22][c:23]3[c:24]([n:25][c:26](-[c:36]4[n:37][cH:38][cH:39][cH:40][cH:41]4)[n:27]3[CH2:28][O:29][CH2:30][CH2:31][Si:32]([CH3:33])([CH3:34])[CH3:35])[cH:42]2)[cH:3][cH:4][c:5](-[c:8]2[cH:9][n:10][cH:11][o:12]2)[cH:6][cH:7]1. Reactants: C=C(CC=C(C)CCC=C(C)C)CCC(C)(C)C=CCCC(C)=CCOC(COCc1ccc(OC)c(OC)c1)CO[Si](C(C)C)(C(C)C)C(C)C, CCCC[N+](CCCC)(CCCC)CCCC, [F-], C1CCOC1. Product: C=C(CC=C(C)CCC=C(C)C)CCC(C)(C)C=CCCC(C)=CCOC(CO)COCc1ccc(OC)c(OC)c1. Reaction SMILES: [CH3:1][O:2][c:3]1[cH:4][c:5]([CH2:6][O:7][CH2:8][CH:9]([CH2:10][O:11][Si:12]([CH:13]([CH3:14])[CH3:15])([CH:16]([CH3:17])[CH3:18])[CH:19]([CH3:20])[CH3:21])[O:22][CH2:23][CH:24]=[C:25]([CH2:26][CH2:27][CH:28]=[CH:29][C:30]([CH2:31][CH2:32][C:33]([CH2:34][CH:35]=[C:36]([CH2:37][CH2:38][CH:39]=[C:40]([CH3:41])[CH3:42])[CH3:43])=[CH2:44])([CH3:45])[CH3:46])[CH3:47])[cH:48][cH:49][c:50]1[O:51][CH3:52].[CH3:54][CH2:55][CH2:56][CH2:57][N+:58]([CH2:59][CH2:60][CH2:61][CH3:62])([CH2:63][CH2:64][CH2:65][CH3:66])[CH2:67][CH2:68][CH2:69][CH3:70].[F-:53].[O:71]1[CH2:72][CH2:73][CH2:74][CH2:75]1>>[CH3:1][O:2][c:3]1[cH:4][c:5]([CH2:6][O:7][CH2:8][CH:9]([CH2:10][OH:11])[O:22][CH2:23][CH:24]=[C:25]([CH2:26][CH2:27][CH:28]=[CH:29][C:30]([CH2:31][CH2:32][C:33]([CH2:34][CH:35]=[C:36]([CH2:37][CH2:38][CH:39]=[C:40]([CH3:41])[CH3:42])[CH3:43])=[CH2:44])([CH3:45])[CH3:46])[CH3:47])[cH:48][cH:49][c:50]1[O:51][CH3:52]. The reactants are N1=CC(=CC=C1)C1CCNCC1 (4-(3-pyridyl)piperidine), hydrochloride salt, ClC=1C=C(C=CC1Cl)[C@@H](CN(C(C1=CC=CC=C1)=O)C)CC=O ((S)-N-[2-(3,4-dichlorophenyl)-4-oxobutyl]-N-methylbenzamide), crude product. The solvent is ClCCl.CO (dichloromethane methanol). Yields the product Cl.ClC=1C=C(C=CC1Cl)[C@@H](CN(C(C1=CC=CC=C1)=O)C)CCN1CCC(CC1)C=1C=NC=CC1 ((S)-N-[2-(3,4-Dichlorophenyl)-4-[4-(3-pyridyl)piperidino]butyl]-N-methylbenzamide hydrochloride). RXN SMILES: [N:1]1[CH:6]=[CH:5][CH:4]=[C:3]([CH:7]2[CH2:12][CH2:11][NH:10][CH2:9][CH2:8]2)[CH:2]=1.[Cl:13][C:14]1[CH:15]=[C:16]([C@H:21]([CH2:33][CH:34]=O)[CH2:22][N:23]([CH3:32])[C:24](=[O:31])[C:25]2[CH:30]=[CH:29][CH:28]=[CH:27][CH:26]=2)[CH:17]=[CH:18][C:19]=1[Cl:20]>ClCCl.CO>[ClH:13].[Cl:13][C:14]1[CH:15]=[C:16]([C@H:21]([CH2:33][CH2:34][N:10]2[CH2:11][CH2:12][CH:7]([C:3]3[CH:2]=[N:1][CH:6]=[CH:5][CH:4]=3)[CH2:8][CH2:9]2)[CH2:22][N:23]([CH3:32])[C:24](=[O:31])[C:25]2[CH:26]=[CH:27][CH:28]=[CH:29][CH:30]=2)[CH:17]=[CH:18][C:19]=1[Cl:20] |f:2.3,4.5|. Procedure details: Using a procedure similar to that described in Example 1 (alternative procedure), 4-(3-pyridyl)piperidine was alkylated using (S)-N-[2-(3,4-dichlorophenyl)-4-oxobutyl]-N-methylbenzamide. Chromatography of the crude product, with dichloromethane:methanol (9:1) as the eluent, followed by conversion to the hydrochloride salt gave the title compound as a white solid (0.253 g); mp 70°-140° C. (dec); NMR: 1.8-2.4 (m, 6), 2.73 (s, 3), 2.8-3.2 (broad s, 5), 7.0-7.2 (m, 3), 7.4 (s, 4), 7.5-7.7 (m, 2), 7.... The reactants are C1NCCC2=CC(=CC=C12)NC(=O)C=1C(=CC=CC1)C1=CC=C(C=C1)C(F)(F)F (4'-Trifluoromethylbiphenyl-2-carboxylic acid-(1,2,3,4-tetrahydroisoquinolin-6-yl)-amide), BrCC(=O)C1=CC=CC=C1 (2-bromoacetophenone), C([O-])([O-])=O.[K+].[K+] (potassium carbonate). The solvent is C(C)#N (acetonitrile). Yields the product O=C1C(C=CC=C1)CCN1CC2=CC=C(C=C2CC1)NC(=O)C=1C(=CC=CC1)C1=CC=C(C=C1)C(F)(F)F (4'-Trifluoromethylbiphenyl-2-carboxylic acid-[2-(2-oxo-phenylethyl)-1,2,3,4,-tetrahydroisoquinolin-6-yl]-amide). Reaction SMILES: [CH2:1]1[C:10]2[C:5](=[CH:6][C:7]([NH:11][C:12]([C:14]3[C:15]([C:20]4[CH:25]=[CH:24][C:23]([C:26]([F:29])([F:28])[F:27])=[CH:22][CH:21]=4)=[CH:16][CH:17]=[CH:18][CH:19]=3)=[O:13])=[CH:8][CH:9]=2)[CH2:4][CH2:3][NH:2]1.Br[CH2:31][C:32]([C:34]1[CH:39]=[CH:38][CH:37]=[CH:36][CH:35]=1)=O.C(=O)([O-])[O-:41].[K+].[K+]>C(#N)C>[O:41]=[C:35]1[CH:36]=[CH:37][CH:38]=[CH:39][CH:34]1[CH2:32][CH2:31][N:2]1[CH2:3][CH2:4][C:5]2[C:10](=[CH:9][CH:8]=[C:7]([NH:11][C:12]([C:14]3[C:15]([C:20]4[CH:25]=[CH:24][C:23]([C:26]([F:27])([F:28])[F:29])=[CH:22][CH:21]=4)=[CH:16][CH:17]=[CH:18][CH:19]=3)=[O:13])[CH:6]=2)[CH2:1]1 |f:2.3.4|. Reported procedure: Compound (II) (0.30 gm, 0.76 mmole), 2-bromoacetophenone (0.15 g, 0.76 mmole) and potassium carbonate (0.12 gm, 0.83 mmole) were combined in 20 mL of acetonitrile and heated to reflux for 1 hr., and then the solvent was evaporated under vacuum. The residue was dissolved in chloroform and washed with saturated sodium bicarbonate. Purification of the dried organic layer was accomplished with silica gel chromatography using 50% ethyl acetate in hexane as the eluent.